From a dataset of the Open Reaction Database (ORD), a public repository of structured organic reaction records. describe an organic reaction: reactants, conditions, products, and yield The solvent is O (water), C(C)#N (acetonitrile), CN(C=O)C (N,N-dimethylformamide). The yield is 13.7%. Procedure: A solution of 1-(5-chlorobenzo[d][1,3]dioxol-7-yl)ethanamine (50.0 mg, 0.25 mmol), 2,4-difluoro-1-(methylsulfonyl)benzene (49.0 mg, 0.25 mmol) and diisopropylethylamine (129.0 mg, 4.0 mmol) in N,N-dimethylformamide (1 mL) was stirred at 110° C. for 16 h. The reaction was cooled to room temperature, poured over water and extracted with diethyl ether. The crude extract which contained mainly N-(1-(5-chlorobenzo[d][1,3]dioxol-7-yl)ethyl)-5-fluoro-2-(methylsulfonyl)benzenamine was used for the follo... The product is ClC1=CC2=C(OCO2)C(=C1)C(C)NC1=C(C=CC(=C1)N1CCNCC1)S(=O)(=O)C (N-(1-(5-Chlorobenzo[d][1,3]dioxol-7-yl)ethyl)-2-(methylsulfonyl)-5-(piperazin-1-yl)benzenamine). As a reaction SMILES: ClC1C=C(C(N)C)C2OCOC=2C=1.FC1C=C(F)C=CC=1S(C)(=O)=O.C(N(C(C)C)CC)(C)C.[Cl:35][C:36]1[CH:44]=[C:43]([CH:45]([NH:47][C:48]2[CH:53]=[C:52](F)[CH:51]=[CH:50][C:49]=2[S:55]([CH3:58])(=[O:57])=[O:56])[CH3:46])[C:39]2[O:40][CH2:41][O:42][C:38]=2[CH:37]=1.[NH:59]1[CH2:64][CH2:63][NH:62][CH2:61][CH2:60]1>CN(C)C=O.C(#N)C.O>[Cl:35][C:36]1[CH:44]=[C:43]([CH:45]([NH:47][C:48]2[CH:53]=[C:52]([N:59]3[CH2:64][CH2:63][NH:62][CH2:61][CH2:60]3)[CH:51]=[CH:50][C:49]=2[S:55]([CH3:58])(=[O:57])=[O:56])[CH3:46])[C:39]2[O:40][CH2:41][O:42][C:38]=2[CH:37]=1. The reactants are ClC1=CC2=C(OCO2)C(=C1)C(C)NC1=C(C=CC(=C1)F)S(=O)(=O)C (N-(1-(5-chlorobenzo[d][1,3]dioxol-7-yl)ethyl)-5-fluoro-2-(methylsulfonyl)benzenamine), N1CCNCC1 (piperazine), C(C)(C)N(C(C)C)CC (N,N-diisopropylethylamine), ClC1=CC2=C(OCO2)C(=C1)C(C)N (1-(5-chlorobenzo[d][1,3]dioxol-7-yl)ethanamine), FC1=C(C=CC(=C1)F)S(=O)(=O)C (2,4-difluoro-1-(methylsulfonyl)benzene), C(C)(C)N(CC)C(C)C (diisopropylethylamine). Starting materials: C(CCC)[Li] (n-butyl lithium), C=CC1CO1 (1,3-butadiene monoepoxide), [Cl-].[NH4+] (ammonium chloride). Run in O1CCCC1 (tetrahydrofuran). Conditions: time 30 minute. Yields the product C(=C)C(CO)C#CC1=CC=CC=C1 (2-vinyl-4-phenyl-3-butyn-ol). Reaction SMILES: [CH2:1]([Li])[CH2:2][CH2:3][CH3:4].[CH2:6]=[CH:7][CH:8]1[O:10][CH2:9]1.[Cl-].[NH4+]>O1CCCC1>[CH:7]([CH:8]([C:4]#[C:3][C:2]1[CH:1]=[CH:4][CH:3]=[CH:2][CH:1]=1)[CH2:9][OH:10])=[CH2:6] |f:2.3|. Reported procedure: 40 ml of dry tetrahydrofuran and 20 ml of a 1.6 M n-butyl lithium solution were added to a nitrogen-substituted flask at −78° C., and the obtained mixture was then stirred for 30 minutes. Thereafter, 3.5 ml of a trifluoroborane tetrahydrofuran complex was slowly added dropwise to the reaction solution. The obtained solution was further stirred at −78° C. for 15 minutes, and 2.00 g of 1,3-butadiene monoepoxide was slowly added dropwise thereto. The thus obtained mixture was further stirred at −78... Reported procedure: In 50 ml of absolute ethyl alcohol was dissolved 4.0 g of the 3-(3-diethylaminopropylamino)-7-iodoindazole, and into the solution was introduced dried hydrogen chloride gas under cooling with ice. Then to the solution was added anhydrous diethyl ether to separate crystals. The crystals were obtained by filtration and dried to give 3-(3-diethylaminopropylamino)-7-iodoindazole hydrochloride having the following analytical value. The product is Cl.C(C)N(CCCNC1=NNC2=C(C=CC=C12)I)CC (3-(3-diethylaminopropylamino)-7-iodoindazole hydrochloride). Starting materials: C(C)N(CCCNC1=NNC2=C(C=CC=C12)I)CC (3-(3-diethylaminopropylamino)-7-iodoindazole), Cl (hydrogen chloride), C(C)OCC (diethyl ether). The solvent is C(C)O (ethyl alcohol). Reaction SMILES: [CH2:1]([N:3]([CH2:18][CH3:19])[CH2:4][CH2:5][CH2:6][NH:7][C:8]1[C:16]2[C:11](=[C:12]([I:17])[CH:13]=[CH:14][CH:15]=2)[NH:10][N:9]=1)[CH3:2].[ClH:20].C(OCC)C>C(O)C>[ClH:20].[CH2:18]([N:3]([CH2:1][CH3:2])[CH2:4][CH2:5][CH2:6][NH:7][C:8]1[C:16]2[C:11](=[C:12]([I:17])[CH:13]=[CH:14][CH:15]=2)[NH:10][N:9]=1)[CH3:19] |f:4.5|.